From a dataset of the Open Reaction Database (ORD), a public repository of structured organic reaction records. describe an organic reaction: reactants, conditions, products, and yield Starting materials: BrC1=C(C=C2C(=CNC2=C1)C(=O)OC)I (methyl 6-bromo-5-iodo-1H-indole-3-carboxylate), CC1(OB(OC1(C)C)C1=CC=C(C=C1)C=1C(=CC=CC1)O)C (4′-(4,4,5,5-tetramethyl-1,3,2-dioxaborolan-2-yl)biphenyl-2-ol), C([O-])([O-])=O.[K+].[K+] (potassium carbonate). Reagents/catalysts: C1=CC=C(C=C1)P([C-]2C=CC=C2)C3=CC=CC=C3.C1=CC=C(C=C1)P([C-]2C=CC=C2)C3=CC=CC=C3.Cl[Pd]Cl.[Fe+2] (Pd(dppf)Cl2). Solvent: C1(=CC=CC=C1)C (toluene), C(C)O (ethanol). Conditions: temperature 110 celsius. Yields the product BrC1=C(C=C2C(=CNC2=C1)C(=O)OC)C1=CC=C(C=C1)C1=C(C=CC=C1)O (Methyl 6-bromo-5-(2′-hydroxybiphenyl-4-yl)-1H-indole-3-carboxylate). As a reaction SMILES: [Br:1][C:2]1[CH:10]=[C:9]2[C:5]([C:6]([C:11]([O:13][CH3:14])=[O:12])=[CH:7][NH:8]2)=[CH:4][C:3]=1I.CC1(C)C(C)(C)OB([C:24]2[CH:29]=[CH:28][C:27]([C:30]3[C:31]([OH:36])=[CH:32][CH:33]=[CH:34][CH:35]=3)=[CH:26][CH:25]=2)O1.C(=O)([O-])[O-].[K+].[K+]>C1(C)C=CC=CC=1.C(O)C.C1C=CC(P(C2C=CC=CC=2)[C-]2C=CC=C2)=CC=1.C1C=CC(P(C2C=CC=CC=2)[C-]2C=CC=C2)=CC=1.Cl[Pd]Cl.[Fe+2]>[Br:1][C:2]1[CH:10]=[C:9]2[C:5]([C:6]([C:11]([O:13][CH3:14])=[O:12])=[CH:7][NH:8]2)=[CH:4][C:3]=1[C:24]1[CH:25]=[CH:26][C:27]([C:30]2[CH:35]=[CH:34][CH:33]=[CH:32][C:31]=2[OH:36])=[CH:28][CH:29]=1 |f:2.3.4,7.8.9.10|. Procedure: To a solution of methyl 6-bromo-5-iodo-1H-indole-3-carboxylate (100 mg, 0.26 mmol) in toluene (1 ml) and ethanol (1 ml) was added 4′-(4,4,5,5-tetramethyl-1,3,2-dioxaborolan-2-yl)biphenyl-2-ol (70 mg, 0.24 mmol) followed by aqueous potassium carbonate (2M, 1 ml, 2.0 mmol). The solvent was degassed by passing nitrogen through the system for 5 min. Pd(dppf)Cl2 (10 mg, 0.0053 mmol) was added then sealed and reaction heated to 110° C. The reaction was cooled then partitioned between water and ethyl a... Starting materials: ClC=1OC2=C(N1)C=C(C=C2)Cl (2,5-Dichloro-benzooxazole), FC(C(=O)O)(F)F.N1CCC(CC1)OC1=C(C=CC=C1)NS(=O)(=O)C1=NC=CC=C1 (N-(2-(piperidin-4-yloxy)phenyl)pyridine-2-sulfonamide trifluoroacetate). Yields the product ClC=1C=CC2=C(N=C(O2)N2CCC(CC2)OC2=C(C=CC=C2)NS(=O)(=O)C2=NC=CC=C2)C1 (N-(2-(1-(5-chlorobenzo[d]oxazol-2-yl)piperidin-4-yloxy)phenyl)-pyridine-2-sulfonamide). RXN SMILES: Cl[C:2]1[O:3][C:4]2[CH:10]=[CH:9][C:8]([Cl:11])=[CH:7][C:5]=2[N:6]=1.FC(F)(F)C(O)=O.[NH:19]1[CH2:24][CH2:23][CH:22]([O:25][C:26]2[CH:31]=[CH:30][CH:29]=[CH:28][C:27]=2[NH:32][S:33]([C:36]2[CH:41]=[CH:40][CH:39]=[CH:38][N:37]=2)(=[O:35])=[O:34])[CH2:21][CH2:20]1>>[Cl:11][C:8]1[CH:9]=[CH:10][C:4]2[O:3][C:2]([N:19]3[CH2:24][CH2:23][CH:22]([O:25][C:26]4[CH:31]=[CH:30][CH:29]=[CH:28][C:27]=4[NH:32][S:33]([C:36]4[CH:41]=[CH:40][CH:39]=[CH:38][N:37]=4)(=[O:35])=[O:34])[CH2:21][CH2:20]3)=[N:6][C:5]=2[CH:7]=1 |f:1.2|. Procedure details: Compound 24 is prepared using synthesis method 3 using intermediates 2h and 6a (yield: 92%). Product: C(C)OC=1C=C(CN2CCC(CC2)C2=C(C(=O)N)C=C(C=N2)C)C=C(C1N1C=CC=C1)OCC ([1-(3,5-Diethoxy-4-pyrrol-1-yl-benzyl)piperidin-4-yl]-5-methyl-nicotinamide). Isolated yield 22.0%. Procedure details: The title compound (10 mg, 22%) was prepared analogously to example 30 from 5-methyl-N-(piperidin-4-yl)-nicotinamide and 3,5-diethoxy-4-pyrrol-1-yl-benzaldehyde. MS: 463.5 (MH+) Reactants: CC=1C=NC=C(C(=O)NC2CCNCC2)C1 (5-methyl-N-(piperidin-4-yl)-nicotinamide), C(C)OC=1C=C(C=O)C=C(C1N1C=CC=C1)OCC (3,5-diethoxy-4-pyrrol-1-yl-benzaldehyde). RXN SMILES: [CH3:1][C:2]1[CH:3]=[N:4][CH:5]=[C:6]([CH:16]=1)[C:7]([NH:9]C1CCNCC1)=[O:8].[CH2:17]([O:19][C:20]1[CH:21]=[C:22]([CH:25]=[C:26]([O:33][CH2:34][CH3:35])[C:27]=1[N:28]1[CH:32]=[CH:31][CH:30]=[CH:29]1)[CH:23]=O)[CH3:18]>>[CH2:17]([O:19][C:20]1[CH:21]=[C:22]([CH:25]=[C:26]([O:33][CH2:34][CH3:35])[C:27]=1[N:28]1[CH:32]=[CH:31][CH:30]=[CH:29]1)[CH2:23][N:4]1[CH2:5][CH2:6][CH:16]([C:5]2[N:4]=[CH:3][C:2]([CH3:1])=[CH:16][C:6]=2[C:7]([NH2:9])=[O:8])[CH2:2][CH2:3]1)[CH3:18].